This data is from the Open Reaction Database (ORD), a public repository of structured organic reaction records. The task is: describe an organic reaction: reactants, conditions, products, and yield Starting materials: C([C@@H](O)C)(=O)OCC (ethyl (S)-lactate), N1=CC=CC=C1 (pyridine), ClC(=O)OCCl (chloromethyl chloroformate). Run in C(C)OCC (diethyl ether), C(C)OCC (diethyl ether). Run at time 14 hour. Product: C(OCCl)(O[C@@H](C)C(=O)OCC)=O (chloromethyl [(1S)-1-(ethoxycarbonyl)ethyl] carbonate). Yield: 92.1%. Reaction SMILES: [C:1]([O:6][CH2:7][CH3:8])(=[O:5])[C@H:2]([CH3:4])[OH:3].N1C=CC=CC=1.Cl[C:16]([O:18][CH2:19][Cl:20])=[O:17]>C(OCC)C>[C:16](=[O:17])([O:3][C@H:2]([C:1]([O:6][CH2:7][CH3:8])=[O:5])[CH3:4])[O:18][CH2:19][Cl:20]. Reported procedure: To the mixture of ethyl (S)-lactate (23.6 g), pyridine (15.8 g) and diethyl ether (400 ml) was added dropwise a solution of chloromethyl chloroformate (25.6 g) in diethyl ether (100 ml) under ice cooling over the period of 40 minutes. After stirring at room temperature for 14 hours, the resulting solid was removed off by filtration. The filtrate was concentrated under reduced pressure and the residue was dissolved in ethyl acetate (250 ml). The solution was washed with water (150 ml×2) and a sat... Starting materials: C1(CCCC1)C=O (cyclopentanecarboxaldehyde), C(C)(C)(C)[S@@](=O)[NH-] ((R)-t-butylsulfinylamide). The reagents and catalysts are [O-]S(=O)(=O)[O-].[Cu+2] (CuSO4). Conditions: time 71 hour. The product is C1(CCCC1)\C=N\[S@](=O)C(C)(C)C ((R,E)-N-(Cyclopentylmethylene)-2-methylpropane-2-sulfinamide), oil. Reaction SMILES: [CH:1]1([CH:6]=O)[CH2:5][CH2:4][CH2:3][CH2:2]1.[C:8]([S@:12]([NH-:14])=[O:13])([CH3:11])([CH3:10])[CH3:9]>[O-]S([O-])(=O)=O.[Cu+2]>[CH:1]1(/[CH:6]=[N:14]/[S@@:12]([C:8]([CH3:11])([CH3:10])[CH3:9])=[O:13])[CH2:5][CH2:4][CH2:3][CH2:2]1 |f:2.3|. Reported procedure: The title compound was synthesized according to General Method H utilizing cyclopentanecarboxaldehyde (15.0 g, 152.8 mmol, 1.0 eq.), (R)-t-butylsulfinylamide (24.1 g, 198.7 mmol, 1.3 eq.), and flame-dried CuSO4 (73.2 g, 458.5 mmol, 3.0 eq.). The resulting mixture was stirred at rt for 71 h. The reaction mixture was filtered through a pad of Celite and the pad was rinsed with CH2Cl2 (5×100 mL). The combined organic extracts were concentrated under reduced pressure yielding a clear yellow oil (37....